This data is from the Open Reaction Database (ORD), a public repository of structured organic reaction records. The task is: describe an organic reaction: reactants, conditions, products, and yield Reaction SMILES: [N+]([CH:4](O)C1C=CC=CC=1)([O-])=O.C[CH2:13][CH2:14][CH2:15][CH2:16][CH2:17][CH2:18][CH2:19][CH2:20][CH2:21][CH2:22][CH2:23][CH2:24][CH2:25][CH2:26][CH2:27][O:28][P+:29]1([O-:41])[O:39][C:38]([CH3:40])=[C:37]2[C@H:32]([CH2:33][O:34][C:35]2=[O:36])[CH2:31][O:30]1>>[CH3:40][C:38]1[O:39][P+:29]([O:28][CH2:27][CH2:26][CH2:25][CH2:24][CH2:23][CH2:22][CH2:21][CH2:20][CH2:19][CH2:18][CH2:17][CH2:16][CH2:15][CH:14]([CH3:13])[CH3:4])([O-:41])[O:30][CH2:31][C@H:32]2[CH2:33][O:34][C:35](=[O:36])[C:37]=12. Product: CC1=C2[C@H](COC2=O)CO[P+](O1)([O-])OCCCCCCCCCCCCCC(C)C (cyclipostin P 2). Starting materials: [N+](=O)([O-])C(C1=CC=CC=C1)O (nitrobenzylalcohol), CCCCCCCCCCCCCCCCO[P+]1(OC[C@H]2COC(=O)C2=C(O1)C)[O-] (cyclipostin P). Procedure: By high-resolution FAB mass spectrometry using a nitrobenzylalcohol matrix, the following molecular weight was found: 445.2721 amu, corresponding to (M+H)+ for cyclipostin P of C23H42O6P. From this, an empirical formula for cyclipostin P 2 of C23H41O6P resulted, molecular weight: 444. By electron spray mass spectrometry, in the positive ionization mode (ESI, positive) a peak at 445 amu, corresponding to (M+H)+ was found; moreover the characteristic peak at 221 amu, corresponding to C7H10O6P, was... Reactants: N1=C(N=CC=C1)N1CC2(C1)CNC2 (2-Pyrimidin-2-yl-2,6-diaza-spiro[3.3]heptane), ClC1=C(C=CC(=C1)Cl)CN=C=O (2,4-dichloro-1-(isocyanatomethyl)benzene). Product: ClC1=C(CNC(=O)N2CC3(C2)CN(C3)C3=NC=CC=N3)C=CC(=C1)Cl (6-Pyrimidin-2-yl-2,6-diaza-spiro[3.3]heptane-2-carboxylic acid 2,4-dichloro-benzylamide). Isolated yield 62.0%. Reaction SMILES: [N:1]1[CH:6]=[CH:5][CH:4]=[N:3][C:2]=1[N:7]1[CH2:10][C:9]2([CH2:13][NH:12][CH2:11]2)[CH2:8]1.[Cl:14][C:15]1[CH:20]=[C:19]([Cl:21])[CH:18]=[CH:17][C:16]=1[CH2:22][N:23]=[C:24]=[O:25]>>[Cl:14][C:15]1[CH:20]=[C:19]([Cl:21])[CH:18]=[CH:17][C:16]=1[CH2:22][NH:23][C:24]([N:12]1[CH2:13][C:9]2([CH2:10][N:7]([C:2]3[N:3]=[CH:4][CH:5]=[CH:6][N:1]=3)[CH2:8]2)[CH2:11]1)=[O:25]. Procedure details: In analogy to the experimental procedure of example 1a) 2-Pyrimidin-2-yl-2,6-diaza-spiro[3.3]heptane instead of 6-(tert-butoxycarbonyl)-2,6-diaza-spiro[3.3]heptane oxalate was converted using 2,4-dichloro-1-(isocyanatomethyl)benzene into the title compound (32 mg, 62%) which was obtained as a colorless solid. MS (EI) m/e: 378.1 (M+H)+. The reactants are CN1CC2=C(N(C=3C=CC(=CC23)C)CC#CC2=NC=CC=C2)CC1 (2,3,4,5-tetrahydro-2,8-dimethyl-5-(3-(pyridin-2-yl)prop-2-ynyl)-1H-pyrido[4,3-b]indole), [H][H] (hydrogen). The reagents and catalysts are [Pd] (Pd—C). Solvent: CO (methanol). Product: CN1CC2=C(N(C=3C=CC(=CC23)C)CCCC2=NC=CC=C2)CC1 (2,3,4,5-tetrahydro-2,8-dimethyl-5-(3-(pyridin-2-yl)propyl)-1H-pyrido[4,3-b]indole). Yield: 26.1%. RXN SMILES: [CH3:1][N:2]1[CH2:24][CH2:23][C:5]2[N:6]([CH2:14][C:15]#[C:16][C:17]3[CH:22]=[CH:21][CH:20]=[CH:19][N:18]=3)[C:7]3[CH:8]=[CH:9][C:10]([CH3:13])=[CH:11][C:12]=3[C:4]=2[CH2:3]1.[H][H]>CO.[Pd]>[CH3:1][N:2]1[CH2:24][CH2:23][C:5]2[N:6]([CH2:14][CH2:15][CH2:16][C:17]3[CH:22]=[CH:21][CH:20]=[CH:19][N:18]=3)[C:7]3[CH:8]=[CH:9][C:10]([CH3:13])=[CH:11][C:12]=3[C:4]=2[CH2:3]1. Reported procedure: 2,3,4,5-tetrahydro-2,8-dimethyl-5-(3-(pyridin-2-yl)prop-2-ynyl)-1H-pyrido[4,3-b]indole (See Example 61A) (20 mg, 0.06 mmol) was hydrogenated in methanol (2 ml) with 10% Pd—C (10 mg) at 1 atm of hydrogen to obtain 5 mg of 2,3,4,5-tetrahydro-2,8-dimethyl-5-(3-(pyridin-2-yl)propyl)-1H-pyrido[4,3-b]indole after purification on neutral alumina chromatography eluting with methanol-dichloromethane gradient. The free base was converted into its diHCl salt by treatment of ethanolic HCl. Reactants: C1=CC(=CC=C1O)C (p-cresol), [H][H] (hydrogen), BrC(C(=O)OC)C1=CC=C(C=C1)Cl (methyl 2-bromo-2-(4-chlorophenyl)acetate). The reagents and catalysts are C1COCCOCCOCCOCCOCCO1 (18-crown-6). The solvent is CN(C)C=O (DMF). Product: CC1=CC=C(OC2=C(C=CC(=C2)Cl)CC(=O)OC)C=C1 (methyl 2-(4-methylphenoxy)-4-chlorophenylacetate). Isolated yield 55.3%. As a reaction SMILES: [CH:1]1[C:6]([OH:7])=[CH:5][CH:4]=[C:3]([CH3:8])[CH:2]=1.[H][H].Br[CH:12]([C:17]1[CH:22]=[CH:21][C:20]([Cl:23])=[CH:19][CH:18]=1)[C:13]([O:15][CH3:16])=[O:14]>CN(C=O)C.C1OCCOCCOCCOCCOCCOC1>[CH3:8][C:3]1[CH:4]=[CH:5][C:6]([O:7][C:18]2[CH:19]=[C:20]([Cl:23])[CH:21]=[CH:22][C:17]=2[CH2:12][C:13]([O:15][CH3:16])=[O:14])=[CH:1][CH:2]=1. Procedure: To a 0° C. suspension of KH (530 mg, 1.0 eq) in DMF (10 mL) was quickly added p-cresol (500 mg, 4.63 mmol), and the reaction mixture was stirred at room temperature. After stirring 10 minutes hydrogen evolution had subsided, and 50 mg of 18-crown-6 was added followed by the product of Step A (1.22 g, 1.0 eq). The reaction mixture was stirred 2.5 hours and was then concentrated in vacuo. The residue was purified on a silica gel flash chromatography column (140×30 mm) eluted with 5% ethyl acetate/... Starting materials: [OH-].[Na+] (NaOH), C(C)[C@H]1[C@H](C[C@H](C1)O)C(=O)OCC ((1S,2R,4S)-ethyl 2-ethyl-4-hydroxycyclopentanecarboxylate). Conditions: time 3 day. The product is C(C)[C@H]1[C@H](C[C@H](C1)O)C(=O)O ((1S,2R,4S)-2-ethyl-4-hydroxycyclopentanecarboxylic acid). The yield is 100.0%. As a reaction SMILES: [OH-].[Na+].[CH2:3]([C@@H:5]1[CH2:9][C@H:8]([OH:10])[CH2:7][C@@H:6]1[C:11]([O:13]CC)=[O:12])[CH3:4]>>[CH2:3]([C@@H:5]1[CH2:9][C@H:8]([OH:10])[CH2:7][C@@H:6]1[C:11]([OH:13])=[O:12])[CH3:4] |f:0.1|. Procedure: NaOH (1 N aqueous, 12 mL, 12 mmol) was added to (1S,2R,4S)-ethyl 2-ethyl-4-hydroxycyclopentanecarboxylate (1.11 g, 5.96 mmol). The reaction mixture was stirred at ambient temperature for about 3 days and then extracted with Et2O (3×25 mL). The Et2O extracts were discarded and the aqueous portion was cooled to about 0° C. HCl (5 N aqueous) was slowly added to bring the pH to about 2. The resulting aqueous suspension was extracted with EtOAc (3×40 mL). The combined organic layers were washed with ...